From a dataset of the Open Reaction Database (ORD), a public repository of structured organic reaction records. describe an organic reaction: reactants, conditions, products, and yield Reactants: CCCCOc1nc(C(F)(F)F)ccc1C=CC(=O)O, Cl, CC(N)c1ccc(NS(C)(=O)=O)c(F)c1. Product: CCCCOc1nc(C(F)(F)F)ccc1C=CC(=O)NC(C)c1ccc(NS(C)(=O)=O)c(F)c1. RXN SMILES: [CH2:17]([CH2:18][CH2:19][CH3:20])[O:21][c:22]1[n:23][c:24]([C:33]([F:34])([F:35])[F:36])[cH:25][cH:26][c:27]1[CH:28]=[CH:29][C:30](=[O:31])[OH:32].[ClH:16].[NH2:1][CH:2]([CH3:3])[c:4]1[cH:5][c:6]([F:15])[c:7]([NH:10][S:11](=[O:12])(=[O:13])[CH3:14])[cH:8][cH:9]1>>[NH:1]([CH:2]([CH3:3])[c:4]1[cH:5][c:6]([F:15])[c:7]([NH:10][S:11](=[O:12])(=[O:13])[CH3:14])[cH:8][cH:9]1)[C:30]([CH:29]=[CH:28][c:27]1[c:22]([O:21][CH2:17][CH2:18][CH2:19][CH3:20])[n:23][c:24]([C:33]([F:34])([F:35])[F:36])[cH:25][cH:26]1)=[O:31]. Starting materials: NC=1SC2=C(N1)C=CC(=C2)S(=O)(=O)N (2-aminobenzothiazole-6-sulfonic acid amide), [OH-].[Na+] (NaOH), Cl (HCl). The solvent is O (water). The product is NC1=C(C=C(C=C1)S(=O)(=O)N)S (4-amino-3-mercaptobenzenesulfonamide). Yield: 126.2%. Reaction SMILES: NC1[S:3][C:4]2[CH:10]=[C:9]([S:11]([NH2:14])(=[O:13])=[O:12])[CH:8]=[CH:7][C:5]=2[N:6]=1.[OH-].[Na+].Cl>O>[NH2:6][C:5]1[CH:7]=[CH:8][C:9]([S:11]([NH2:14])(=[O:12])=[O:13])=[CH:10][C:4]=1[SH:3] |f:1.2|. Procedure: A solution of 2-aminobenzothiazole-6-sulfonic acid amide (66 g, 287 mmol) and NaOH (90 g, 2.3 mol) in 400 mL of water was refluxed under argon overnight. The reaction solution was cooled in ice bath and was acidified to approximately pH 3 by the addition of concentrated HCl (˜180 mL). The resulting precipitate was isolated by filtration and dried to yield 74 g of 4-amino-3-mercaptobenzenesulfonamide as a white powder. MS (m/z, ES+): 205 (M+1, 100%). Reactants: [H-].[Na+] (sodium hydride), C(C1=CC=CC=C1)(=O)NC1=C2NC=NC2=NC=N1 (N6-Benzoyladenine), BrCC(=O)OCC (Ethyl bromoacetate). Solvent: CN(C)C=O (DMF). Run at temperature 0 celsius, time 30 minute. The product is C(C1=CC=CC=C1)(=O)NC1=C2N=CN(C2=NC=N1)CC(=O)OCC (N6-Benzoyl-9-ethoxycarbonylmethyladenine). RXN SMILES: [C:1]([NH:9][C:10]1[N:18]=[CH:17][N:16]=[C:15]2[C:11]=1[NH:12][CH:13]=[N:14]2)(=[O:8])[C:2]1[CH:7]=[CH:6][CH:5]=[CH:4][CH:3]=1.[H-].[Na+].Br[CH2:22][C:23]([O:25][CH2:26][CH3:27])=[O:24]>CN(C=O)C>[C:1]([NH:9][C:10]1[N:18]=[CH:17][N:16]=[C:15]2[C:11]=1[N:12]=[CH:13][N:14]2[CH2:22][C:23]([O:25][CH2:26][CH3:27])=[O:24])(=[O:8])[C:2]1[CH:7]=[CH:6][CH:5]=[CH:4][CH:3]=1 |f:1.2|. Procedure: Compound 8 (2.39 g, 10 mmol) was dissolved in dry DMF (100 mL), cooled to 0° C., sodium hydride (0.48 g, 20 mmol) was added, and the mixture stirred at room temperature for 30 min. Ethyl bromoacetate (1.22 mL, 11 mmol) was added dropwise for 1 h. Stirring was continued for 2 h at room temperature and the reaction was quenched with methanol (2 mL). The solvents were evaporated under reduced pressure. The residue was subjected to column chromatography (DCM/MeOH; 9.5/0.5) to obtain 9 as a white sol...